From a dataset of the Open Reaction Database (ORD), a public repository of structured organic reaction records. describe an organic reaction: reactants, conditions, products, and yield Reactants: ClC1=CC=C(CCN2CCNCC2)C=C1 (1-(p-chlorophenethyl)-piperazine), COC=1C=C(C(=O)Cl)C=C(C1)OC (3,5-dimethoxybenzoyl chloride), C(C)OCC (diethyl ether). Solvent: C(Cl)Cl (CH2Cl2), C(Cl)Cl (CH2Cl2). Run at time 15 minute. The product is Cl.ClC1=CC=C(CCN2CCN(CC2)C(C2=CC(=CC(=C2)OC)OC)=O)C=C1 (1-p-chlorophenethyl-4-(3,5-dimethoxybenzoyl)-piperazine hydrochloride). As a reaction SMILES: [CH3:1][O:2][C:3]1[CH:4]=[C:5]([CH:9]=[C:10]([O:12][CH3:13])[CH:11]=1)[C:6]([Cl:8])=[O:7].[Cl:14][C:15]1[CH:28]=[CH:27][C:18]([CH2:19][CH2:20][N:21]2[CH2:26][CH2:25][NH:24][CH2:23][CH2:22]2)=[CH:17][CH:16]=1.C(OCC)C>C(Cl)Cl>[ClH:8].[Cl:14][C:15]1[CH:16]=[CH:17][C:18]([CH2:19][CH2:20][N:21]2[CH2:26][CH2:25][N:24]([C:6](=[O:7])[C:5]3[CH:4]=[C:3]([O:2][CH3:1])[CH:11]=[C:10]([O:12][CH3:13])[CH:9]=3)[CH2:23][CH2:22]2)=[CH:27][CH:28]=1 |f:4.5|. Procedure details: 71.9 g of 3,5-dimethoxybenzoyl chloride dissolved in 700 ml of CH2Cl2 are added at room temperature to a solution of 80.5 g of 1-(p-chlorophenethyl)-piperazine in 1200 ml of CH2Cl2. The rate of addition is so selected that the exothermic reaction remains under control. The whole is then stirred for 15 minutes under reflux and then for a further 1 hour at room temperature. After the addition of 1900 ml of diethyl ether, the whole is stirred for 15 minutes and then the resulting precipitate is fil... The reactants are COC=1C=C2C(=CC=NC2=CC1OC)OC1=CC=C(C=C1)N (6,7-Dimethoxy-4-(4-aminophenoxy)quinoline), C(C1=CC=CC=C1)(=O)N=C=O (benzoyl isocyanate). Run in C1(=CC=CC=C1)C (toluene). Product: C(C1=CC=CC=C1)(=O)NC(=O)NC1=CC=C(C=C1)OC1=CC=NC2=CC(=C(C=C12)OC)OC (N-Benzoyl-N'-{4-[(6,7-dimethoxy-4-quinolyl)oxy]phenyl}urea). Yield: 15.0%. As a reaction SMILES: [CH3:1][O:2][C:3]1[CH:4]=[C:5]2[C:10](=[CH:11][C:12]=1[O:13][CH3:14])[N:9]=[CH:8][CH:7]=[C:6]2[O:15][C:16]1[CH:21]=[CH:20][C:19]([NH2:22])=[CH:18][CH:17]=1.[C:23]([N:31]=[C:32]=[O:33])(=[O:30])[C:24]1[CH:29]=[CH:28][CH:27]=[CH:26][CH:25]=1>C1(C)C=CC=CC=1>[C:23]([NH:31][C:32]([NH:22][C:19]1[CH:18]=[CH:17][C:16]([O:15][C:6]2[C:5]3[C:10](=[CH:11][C:12]([O:13][CH3:14])=[C:3]([O:2][CH3:1])[CH:4]=3)[N:9]=[CH:8][CH:7]=2)=[CH:21][CH:20]=1)=[O:33])(=[O:30])[C:24]1[CH:29]=[CH:28][CH:27]=[CH:26][CH:25]=1. Procedure: 6,7-Dimethoxy-4-(4-aminophenoxy)quinoline (52 mg) was dissolved in toluene (5 ml) with heat, benzoyl isocyanate (0.2 ml) was added, and the admixture was refluxed with heat for 50 minutes. The resulting residue was purified by column chromatography on silica gel eluting with chloroform/acetone (10/1) to obtain 11 mg of the title compound (yield: 15%). Starting materials: CCc1ccc([N+](=O)[O-])cc1C(=O)OC, [Na+], [OH-]. Yields the product CCc1ccc([N+](=O)[O-])cc1C(=O)O. As a reaction SMILES: [CH3:1][O:2][C:3]([c:4]1[c:5]([CH2:13][CH3:14])[cH:6][cH:7][c:8]([N+:10](=[O:11])[O-:12])[cH:9]1)=[O:15].[Na+:17].[OH-:16]>>[O:2]=[C:3]([c:4]1[c:5]([CH2:13][CH3:14])[cH:6][cH:7][c:8]([N+:10](=[O:11])[O-:12])[cH:9]1)[OH:15]. Procedure details: A mixture of compound ethyl 1-(5-chloro-6-(2,2,2-trifluoroethoxy)-4′-(trifluoromethyl)biphenyl-3-yl)-cyclo pentane carboxylate (100 mg, 0.21 mmol) and lithium hydroxide monohydrate (96 mg, 2.1 mmol) in a MeOH/THF/Water solvent mixture (5 ml/5 ml 5/ml) was stirred for 3 h at room temperature. After completion of reaction, the volatiles were removed under reduced pressure. The residue was diluted with water, acidified with 5% HCl solution and extracted with ethyl acetate (3×50 mL). The combined or... The reactants are ClC=1C=C(C=C(C1OCC(F)(F)F)C1=CC=C(C=C1)C(F)(F)F)C1(CCCC1)C(=O)OCC (ethyl 1-(5-chloro-6-(2,2,2-trifluoroethoxy)-4′-(trifluoromethyl)biphenyl-3-yl)-cyclo pentane carboxylate), O.[OH-].[Li+] (lithium hydroxide monohydrate), 5/ml. Yield: 51.0%. Run in CO.C1CCOC1.O (MeOH THF Water). Product: ClC=1C=C(C=C(C1OCC(F)(F)F)C1=CC=C(C=C1)C(F)(F)F)C1(CCCC1)C(=O)O (1-(5-chloro-6-(2,2,2-trifluoroethoxy)-4′-(trifluoromethyl)biphenyl-3-yl)-cyclopentane carboxylic acid). As a reaction SMILES: [Cl:1][C:2]1[CH:3]=[C:4]([C:24]2([C:29]([O:31]CC)=[O:30])[CH2:28][CH2:27][CH2:26][CH2:25]2)[CH:5]=[C:6]([C:14]2[CH:19]=[CH:18][C:17]([C:20]([F:23])([F:22])[F:21])=[CH:16][CH:15]=2)[C:7]=1[O:8][CH2:9][C:10]([F:13])([F:12])[F:11].O.[OH-].[Li+]>CO.C1COCC1.O>[Cl:1][C:2]1[CH:3]=[C:4]([C:24]2([C:29]([OH:31])=[O:30])[CH2:25][CH2:26][CH2:27][CH2:28]2)[CH:5]=[C:6]([C:14]2[CH:15]=[CH:16][C:17]([C:20]([F:21])([F:22])[F:23])=[CH:18][CH:19]=2)[C:7]=1[O:8][CH2:9][C:10]([F:12])([F:13])[F:11] |f:1.2.3,4.5.6|. Reaction conditions: time 3 hour. Reactants: CN, CO, ClCCl, Cc1ccc(S(=O)(=O)OC2CCN(S(=O)(=O)c3cccc4c(Cl)nccc34)CC2)cc1. Yields the product CNC1CCN(S(=O)(=O)c2cccc3c(Cl)nccc23)CC1. RXN SMILES: [CH3:35][NH2:36].[CH3:37][OH:38].[Cl:1][CH2:2][Cl:3].[Cl:4][c:5]1[n:6][cH:7][cH:8][c:9]2[c:10]([S:15](=[O:16])(=[O:17])[N:18]3[CH2:19][CH2:20][CH:21]([O:24][S:25]([c:26]4[cH:27][cH:28][c:29]([CH3:30])[cH:31][cH:32]4)(=[O:33])=[O:34])[CH2:22][CH2:23]3)[cH:11][cH:12][cH:13][c:14]12>>[Cl:4][c:5]1[n:6][cH:7][cH:8][c:9]2[c:10]([S:15](=[O:16])(=[O:17])[N:18]3[CH2:19][CH2:20][CH:21]([NH:36][CH3:35])[CH2:22][CH2:23]3)[cH:11][cH:12][cH:13][c:14]12. Starting materials: CC1=CC=C(C=C1)S(=O)(=O)N(C)N=O (Diazald), CN(S(=O)(=O)C1=CC=C(C=C1)C)N=O (N-methyl-N-nitroso-p-toluenesulfonamide), [OH-].[K+] (potassium hydroxide), [N+](=[N-])=C (diazomethane), ON1C(=NC(C1=O)(C)C(C)C)C1=C(C(=O)O)C=CC=C1 (o-(1-hydroxy-4-isopropyl-4-methyl-5-oxo-2-imi-dazolin-2-yl)benzoic acid). Solvent: C(C)(=O)OCC (ethyl acetate), CCOCC (ether), C(C)O (ethanol), C(C)O (ethanol). Run at time 10 minute. Yields the product ON1C(=NC(C1=O)(C)C(C)C)C1=C(C(=O)OC)C=CC=C1 (Methyl o-(1-hydroxy-4-isopropyl-4-methyl-5-oxo-2-imidazolin-2-yl)benzoate). The yield is 26.0%. As a reaction SMILES: [OH-].[K+].[CH3:3]C1C=CC(S(N(N=O)C)(=O)=O)=CC=1.[N+](=C)=[N-].[OH:20][N:21]1[C:25](=[O:26])[C:24]([CH:28]([CH3:30])[CH3:29])([CH3:27])[N:23]=[C:22]1[C:31]1[CH:39]=[CH:38][CH:37]=[CH:36][C:32]=1[C:33]([OH:35])=[O:34]>C(OCC)(=O)C.C(O)C.CCOCC>[OH:20][N:21]1[C:25](=[O:26])[C:24]([CH:28]([CH3:30])[CH3:29])([CH3:27])[N:23]=[C:22]1[C:31]1[CH:39]=[CH:38][CH:37]=[CH:36][C:32]=1[C:33]([O:35][CH3:3])=[O:34] |f:0.1|. Procedure details: A solution of potassium hydroxide (0.19 g, 0.00339 mol) and ethanol is added portionwise to a 0° C. mixture of Diazald® N-methyl-N-nitroso-p-toluenesulfonamide (0.73 g, 0.0034 mol) and ether. The mixture is kept in an ice-bath for 10 minutes then in an water bath for 10 minutes. The diazomethane is distilled into a mixture of o-(1-hydroxy-4-isopropyl-4-methyl-5-oxo-2-imi-dazolin-2-yl)benzoic acid (0.67 g, 0.00243 mol) and ethanol. After 45 minutes the reaction mixture is quenched with acetic aci... Starting materials: ClC=1C=CC=2N(N1)C(=NN2)[C@H](C)OC=2C1=C(C=NC2N)C=CO1 (7-[(S)-1-(6-chloro[1,2,4]triazolo[4,3-b]pyridazin-3-yl)ethoxy]furo[3,2-c]pyridine-6-ylamine), CN1N=CC(=C1)B1OC(C(O1)(C)C)(C)C (1-methyl-4-(4,4,5,5-tetramethyl-1,3,2-dioxaborolan-2-yl)-1H-pyrazole), C([O-])([O-])=O.[K+].[K+] (potassium carbonate), O1CCOCC1 (dioxane). Reagents/catalysts: C=1C=CC(=CC1)[P](C=2C=CC=CC2)(C=3C=CC=CC3)[Pd]([P](C=4C=CC=CC4)(C=5C=CC=CC5)C=6C=CC=CC6)([P](C=7C=CC=CC7)(C=8C=CC=CC8)C=9C=CC=CC9)[P](C=1C=CC=CC1)(C=1C=CC=CC1)C=1C=CC=CC1 (Pd(PPh3)4). Run in O (water). The product is CN1N=CC(=C1)C=1C=CC=2N(N1)C(=NN2)[C@H](C)OC=2C1=C(C=NC2N)C=CO1 (7-{(1S)-1-[6-(1-methyl-1H-pyrazol-4-yl) [1,2,4]triazolo[4,3-b]pyridazin-3-yl]ethoxy}furo[3,2-c]pyridin-6-amine). RXN SMILES: Cl[C:2]1[CH:3]=[CH:4][C:5]2[N:6]([C:8]([C@@H:11]([O:13][C:14]3[C:15]4[O:23][CH:22]=[CH:21][C:16]=4[CH:17]=[N:18][C:19]=3[NH2:20])[CH3:12])=[N:9][N:10]=2)[N:7]=1.[CH3:24][N:25]1[CH:29]=[C:28](B2OC(C)(C)C(C)(C)O2)[CH:27]=[N:26]1.C(=O)([O-])[O-].[K+].[K+].O1CCOCC1>C1C=CC([P]([Pd]([P](C2C=CC=CC=2)(C2C=CC=CC=2)C2C=CC=CC=2)([P](C2C=CC=CC=2)(C2C=CC=CC=2)C2C=CC=CC=2)[P](C2C=CC=CC=2)(C2C=CC=CC=2)C2C=CC=CC=2)(C2C=CC=CC=2)C2C=CC=CC=2)=CC=1.O>[CH3:24][N:25]1[CH:29]=[C:28]([C:2]2[CH:3]=[CH:4][C:5]3[N:6]([C:8]([C@@H:11]([O:13][C:14]4[C:15]5[O:23][CH:22]=[CH:21][C:16]=5[CH:17]=[N:18][C:19]=4[NH2:20])[CH3:12])=[N:9][N:10]=3)[N:7]=2)[CH:27]=[N:26]1 |f:2.3.4,^1:54,56,75,94|. Procedure: A mixture of 7-[(S)-1-(6-chloro[1,2,4]triazolo[4,3-b]pyridazin-3-yl)ethoxy]furo[3,2-c]pyridine-6-ylamine (15.0 mg, 0.045 mmol), 1-methyl-4-(4,4,5,5-tetramethyl-1,3,2-dioxaborolan-2-yl)-1H-pyrazole (18.9 mg, 0.091 mmol), Pd(PPh3)4 (5 mg, 0.004 mmol), potassium carbonate (18.8 mg, 0.136 mmol) and 4:1 dioxane:water (2 mL) was heated in a microwave reactor at 100° C. for 30 min. The solution was loaded into a SCX cartridge, washed with MeOH and ejected with 2M NH3 in MeOH. The filtrate was concentra... Starting materials: ClC1=C(C(=O)O)C=CC=C1Cl (2,3-dichlorobenzoic acid), NCC(N1CCC(CC1)(F)F)C=1C=NC(=NC1)N(C)C (5-(2-amino-1-(4,4-difluoropiperidin-1-yl)ethyl)-N,N-dimethylpyrimidin-2-amine). The product is ClC1=C(C(=O)NCC(C=2C=NC(=NC2)N(C)C)N2CCC(CC2)(F)F)C=CC=C1Cl (2,3-dichloro-N-(2-(4,4-difluoropiperidin-1-yl)-2-(2-(dimethylamino)pyrimidin-5-yl)ethyl)benzamide). Reaction SMILES: [Cl:1][C:2]1[C:10]([Cl:11])=[CH:9][CH:8]=[CH:7][C:3]=1[C:4]([OH:6])=O.[NH2:12][CH2:13][CH:14]([C:23]1[CH:24]=[N:25][C:26]([N:29]([CH3:31])[CH3:30])=[N:27][CH:28]=1)[N:15]1[CH2:20][CH2:19][C:18]([F:22])([F:21])[CH2:17][CH2:16]1>>[Cl:1][C:2]1[C:10]([Cl:11])=[CH:9][CH:8]=[CH:7][C:3]=1[C:4]([NH:12][CH2:13][CH:14]([N:15]1[CH2:16][CH2:17][C:18]([F:21])([F:22])[CH2:19][CH2:20]1)[C:23]1[CH:24]=[N:25][C:26]([N:29]([CH3:31])[CH3:30])=[N:27][CH:28]=1)=[O:6]. Procedure: From 2,3-dichlorobenzoic acid and 5-(2-amino-1-(4,4-difluoropiperidin-1-yl)ethyl)-N,N-dimethylpyrimidin-2-amine.